From a dataset of the Open Reaction Database (ORD), a public repository of structured organic reaction records. describe an organic reaction: reactants, conditions, products, and yield The reactants are IC1=CC=C(C=O)C=C1 (4-iodobenzaldehyde), trans-dichloro(triphenylphosphine)palladium (II), C([O-])([O-])=O.[Cs+].[Cs+] (cesium carbonate), ClC1=C(C=CC(=C1)Cl)I (2,4-Dichloroiodobenzene), [OH-].[K+] (KOH), C(#CCC)C=1C=C2C=NN(C2=CC1)C1OCCCC1 (5-(but-1-yn-1-yl)-1-(tetrahydro-2H-pyran-2-yl)-1H-indazole), C(#CCC)C=1C=C2C=NN(C2=CC1)C1OCCCC1 (5-(but-1-yn-1-yl)-1-(tetrahydro-2H-pyran-2-yl)-1H-indazole), B1(OC(C(O1)(C)C)(C)C)B2OC(C(O2)(C)C)(C)C (bis(pinacolato)diboron). The reagents and catalysts are C=1C=CC(=CC1)[P](C=2C=CC=CC2)(C=3C=CC=CC3)[Pt]([P](C=4C=CC=CC4)(C=5C=CC=CC5)C=6C=CC=CC6)([P](C=7C=CC=CC7)(C=8C=CC=CC8)C=9C=CC=CC9)[P](C=1C=CC=CC1)(C=1C=CC=CC1)C=1C=CC=CC1 (tetrakis(triphenylphosphine)platinum). Run in O1CCOCC1 (1,4-dioxane), O1CCOCC1 (1,4-dioxane). Run at time 6 hour. Yields the product ClC1=C(C=CC(=C1)Cl)/C(=C(/C=1C=C2C=NN(C2=CC1)C1OCCCC1)\C1=CC=C(C=O)C=C1)/CC ((E)-4-(2-(2,4-Dichlorophenyl)-1-(1-(tetrahydro-2H-pyran-2-yl)-1H-indazol-5-yl)but-1-en-1-yl)benzaldehyde). Yield: 68.5%. Reaction SMILES: [C:1]([C:5]1[CH:6]=[C:7]2[C:11](=[CH:12][CH:13]=1)[N:10]([CH:14]1[CH2:19][CH2:18][CH2:17][CH2:16][O:15]1)[N:9]=[CH:8]2)#[C:2][CH2:3][CH3:4].B1(B2OC(C)(C)C(C)(C)O2)OC(C)(C)C(C)(C)O1.I[C:39]1[CH:46]=[CH:45][C:42]([CH:43]=[O:44])=[CH:41][CH:40]=1.C(=O)([O-])[O-].[Cs+].[Cs+].[Cl:53][C:54]1[CH:59]=[C:58]([Cl:60])[CH:57]=[CH:56][C:55]=1I.[OH-].[K+]>C1C=CC([P]([Pt]([P](C2C=CC=CC=2)(C2C=CC=CC=2)C2C=CC=CC=2)([P](C2C=CC=CC=2)(C2C=CC=CC=2)C2C=CC=CC=2)[P](C2C=CC=CC=2)(C2C=CC=CC=2)C2C=CC=CC=2)(C2C=CC=CC=2)C2C=CC=CC=2)=CC=1.O1CCOCC1>[Cl:53][C:54]1[CH:59]=[C:58]([Cl:60])[CH:57]=[CH:56][C:55]=1/[C:2](/[CH2:3][CH3:4])=[C:1](\[C:39]1[CH:46]=[CH:45][C:42]([CH:43]=[O:44])=[CH:41][CH:40]=1)/[C:5]1[CH:6]=[C:7]2[C:11](=[CH:12][CH:13]=1)[N:10]([CH:14]1[CH2:19][CH2:18][CH2:17][CH2:16][O:15]1)[N:9]=[CH:8]2 |f:3.4.5,7.8,^1:67,69,88,107|. Procedure: A round-bottom flask equipped with a magnetic stir bar, a reflux condenser, and a N2 inlet was charged with 5-(but-1-yn-1-yl)-1-(tetrahydro-2H-pyran-2-yl)-1H-indazole (20.0 g, 78.6 mmol; Intermediate 3), bis(pinacolato)diboron (20.17 g, 79.4 mmol), tetrakis(triphenylphosphine)platinum (0) (0.98 g, 0.8 mmol), and anhydrous 1,4-dioxane (160 mL). This mixture was degassed with three vacuum/N2 cycles and refluxed for 4 h. The solution was then allowed to cool to room temperature, and 4-iodobenzaldeh... Starting materials: C(C1=CC=CC=C1)N1CCC(CC1)(C)NC=1C(=CC=CC1)N (N-(1-benzyl-4-methyl-piperidin-4-yl)-benzene-1,2-diamine), C1=CN(C=N1)C(=O)N2C=CN=C2 (CDI), O (Water). Solvent: ClCCl (dichlormethane). Run at time 24 hour. The product is C(C1=CC=CC=C1)N1CCC(CC1)(C)N1C(NC2=C1C=CC=C2)=O (1-(1-Benzyl-4-methyl-piperidin-4-yl)-1,3-dihydro-benzoimidazol-2-one). Yield: 90.4%. RXN SMILES: [CH2:1]([N:8]1[CH2:13][CH2:12][C:11]([NH:15][C:16]2[C:17]([NH2:22])=[CH:18][CH:19]=[CH:20][CH:21]=2)([CH3:14])[CH2:10][CH2:9]1)[C:2]1[CH:7]=[CH:6][CH:5]=[CH:4][CH:3]=1.C1N=CN([C:28](N2C=NC=C2)=[O:29])C=1.O>ClCCl>[CH2:1]([N:8]1[CH2:9][CH2:10][C:11]([N:15]2[C:16]3[CH:21]=[CH:20][CH:19]=[CH:18][C:17]=3[NH:22][C:28]2=[O:29])([CH3:14])[CH2:12][CH2:13]1)[C:2]1[CH:3]=[CH:4][CH:5]=[CH:6][CH:7]=1. Procedure: A mixture of 121 mg N-(1-benzyl-4-methyl-piperidin-4-yl)-benzene-1,2-diamine and 79 mg CDI in 5 mL dichlormethane was stirred 24 h at RT. Water was added and the mixture was extracted with ethylacetate. The organic layer was concentrated to give 119 mg of the desired product. (M+H)+:322 Product: NC(CO)(CO)CN1CCC2=CC(=CC=C12)C1=NOC(=N1)C1=CC(=C(C=C1)OCC)OCC (2-Amino-2-((5-(5-(3,4-diethoxyphenyl)-1,2,4-oxadiazol-3-yl)indolin-1-yl)methyl)propane-1,3-diol). Procedure: When the product of Step C was substituted for tert-butyl 2,2-dimethyl-5-((4-octylphenylamino)methyl)-1,3-dioxan-5-ylcarbamate in Example 1, Step B, the identical process afforded the title compound in 80% yield, as a creamy solid. 1H-NMR (DMSO-d6) 1.35 (m, 6H); 3.0 (tr, 2H, J=8.2 Hz); 3.17-3.29 (m, 2H+H2O); 3.42 (s, 2H); 3.55 (tr, 2H, J=8.2 Hz); 3.97 (s, 4H); 4.14 (m, 4H); 5.06 (broad s, 2H); 6.71 (d, 1H, J=8.4 Hz); 7.56 (m, 1H); 7.6-8.3 (m, 3H). Starting materials: C(C)OC=1C=C(C=CC1OCC)C1=NC(=NO1)C=1C=C2CCN(C2=CC1)CC1(COC(OC1)(C)C)NC(OC(C)(C)C)=O (tert-Butyl 5-((5-(5-(3,4-diethoxyphenyl)-1,2,4-oxadiazol-3-yl)indolin-1-yl)methyl)-2,2-dimethyl-1,3-dioxan-5-ylcarbamate), CC1(OCC(CO1)(CNC1=CC=C(C=C1)CCCCCCCC)NC(OC(C)(C)C)=O)C (tert-butyl 2,2-dimethyl-5-((4-octylphenylamino)methyl)-1,3-dioxan-5-ylcarbamate). Yield: 80.0%. As a reaction SMILES: [CH2:1]([O:3][C:4]1[CH:5]=[C:6]([C:13]2[O:17][N:16]=[C:15]([C:18]3[CH:19]=[C:20]4[C:24](=[CH:25][CH:26]=3)[N:23]([CH2:27][C:28]3([NH:36]C(=O)OC(C)(C)C)[CH2:33][O:32]C(C)(C)[O:30][CH2:29]3)[CH2:22][CH2:21]4)[N:14]=2)[CH:7]=[CH:8][C:9]=1[O:10][CH2:11][CH3:12])[CH3:2].CC1(C)OCC(NC(=O)OC(C)(C)C)(CNC2C=CC(CCCCCCCC)=CC=2)CO1>>[NH2:36][C:28]([CH2:27][N:23]1[C:24]2[C:20](=[CH:19][C:18]([C:15]3[N:14]=[C:13]([C:6]4[CH:7]=[CH:8][C:9]([O:10][CH2:11][CH3:12])=[C:4]([O:3][CH2:1][CH3:2])[CH:5]=4)[O:17][N:16]=3)=[CH:26][CH:25]=2)[CH2:21][CH2:22]1)([CH2:29][OH:30])[CH2:33][OH:32]. The reactants are C1CCOC1, CCOC(=O)c1ccc(C#Cc2ccc3c(c2)C(C(C)(C)C)=CCC3(C)C)cc1, [Li+], [OH-], O, O. The product is CC(C)(C)C1=CCC(C)(C)c2ccc(C#Cc3ccc(C(=O)O)cc3)cc21. Reaction SMILES: [CH2:33]1[O:34][CH2:35][CH2:36][CH2:37]1.[CH3:1][C:2]1([CH3:29])[CH2:3][CH:4]=[C:5]([C:25]([CH3:26])([CH3:27])[CH3:28])[c:6]2[cH:7][c:8]([C:12]#[C:13][c:14]3[cH:15][cH:16][c:17]([C:18](=[O:19])[O:20][CH2:21][CH3:22])[cH:23][cH:24]3)[cH:9][cH:10][c:11]21.[Li+:31].[OH-:30].[OH2:32].[OH2:38]>>[CH3:1][C:2]1([CH3:29])[CH2:3][CH:4]=[C:5]([C:25]([CH3:26])([CH3:27])[CH3:28])[c:6]2[cH:7][c:8]([C:12]#[C:13][c:14]3[cH:15][cH:16][c:17]([C:18](=[O:19])[OH:20])[cH:23][cH:24]3)[cH:9][cH:10][c:11]21. The reactants are CCN(C(C)C)C(C)C (DIPEA), C(C)(C)(C)C=1C=C(N(N1)C1=CC(=CC=C1)OCCO)NC(=O)N[C@H]1CC[C@H](C2=CC=CC=C12)OC=1C=CC=2N(C1)C(=NN2)N2[C@H](COCC2)C (1-{5-tert-Butyl-2-[3-(2-hydroxy-ethoxy)-phenyl]-2H-pyrazol-3-yl}-3-{(1S,4R)-4-[3-((S)-3-methyl-morpholin-4-yl)-[1,2,4]triazolo[4,3-a]pyridin-6-yloxy]-1,2,3,4-tetrahydro-naphthalen-1-yl}-urea), CS(=O)(=O)Cl (methanesulfonyl chloride). The solvent is C(Cl)Cl (DCM). Run at time 2 hour. Product: C(C)(C)(C)C1=NN(C(=C1)NC(=O)N[C@H]1CC[C@H](C2=CC=CC=C12)OC=1C=CC=2N(C1)C(=NN2)N2[C@H](COCC2)C)C=2C=C(OCCOS(=O)(=O)C)C=CC2 (Methane sulfonic acid 2-{3-[3-tert-butyl-5-(3-{(1S,4R)-4-[3-((S)-3-methyl-morpholin-4-yl)-[1,2,4]triazolo[4,3-a]pyridin-6-yloxy]-1,2,3,4-tetrahydro-naphthalen-1-yl}-ureido)-pyrazol-1-yl]-phenoxy}-ethyl ester). Reaction SMILES: [C:1]([C:5]1[CH:6]=[C:7]([NH:20][C:21]([NH:23][C@@H:24]2[C:33]3[C:28](=[CH:29][CH:30]=[CH:31][CH:32]=3)[C@H:27]([O:34][C:35]3[CH:36]=[CH:37][C:38]4[N:39]([C:41]([N:44]5[CH2:49][CH2:48][O:47][CH2:46][C@@H:45]5[CH3:50])=[N:42][N:43]=4)[CH:40]=3)[CH2:26][CH2:25]2)=[O:22])[N:8]([C:10]2[CH:15]=[CH:14][CH:13]=[C:12]([O:16][CH2:17][CH2:18][OH:19])[CH:11]=2)[N:9]=1)([CH3:4])([CH3:3])[CH3:2].CCN(C(C)C)C(C)C.[CH3:60][S:61](Cl)(=[O:63])=[O:62]>C(Cl)Cl>[C:1]([C:5]1[CH:6]=[C:7]([NH:20][C:21]([NH:23][C@@H:24]2[C:33]3[C:28](=[CH:29][CH:30]=[CH:31][CH:32]=3)[C@H:27]([O:34][C:35]3[CH:36]=[CH:37][C:38]4[N:39]([C:41]([N:44]5[CH2:49][CH2:48][O:47][CH2:46][C@@H:45]5[CH3:50])=[N:42][N:43]=4)[CH:40]=3)[CH2:26][CH2:25]2)=[O:22])[N:8]([C:10]2[CH:11]=[C:12]([CH:13]=[CH:14][CH:15]=2)[O:16][CH2:17][CH2:18][O:19][S:61]([CH3:60])(=[O:63])=[O:62])[N:9]=1)([CH3:4])([CH3:2])[CH3:3]. Procedure details: To an ice-bath cooled solution of Intermediate 141b (132 mg, 0.19 mmol) in DCM (2.0 mL) was added DIPEA (135 μL, 0.78 mmol) followed by methanesulfonyl chloride (30 μL, 0.39 mmol). The reaction mixture was stirred for 2 h and then quenched with water. The aqueous phase was extracted with DCM (×3) and the combined organic layers were washed with brine, dried (MgSO4) and concentrated in vacuo to afford the title compound (Quantitative). Product used in the subsequent step without further purificat... Reactants: C(C)(C)[N-]C(C)C.[Li+] (lithium diisopropylamide), C(CCC)[Li] (n-butyllithium), solution, N1=CC=C(C=C1)C (4-picoline), C(C)(C)NC(C)C (diisopropylamine), C(CC)OC1=C(C(=O)N(C)OC)C=CC(=C1)OCCC (2,4-Di-n-propyloxy-N-methoxy-N-methyl-benzamide). The solvent is hexanes, C1CCOC1 (THF), C1CCOC1 (THF). Reaction conditions: temperature -78 celsius, time 1 hour. Product: N1=CC=C(C=C1)CC(=O)C1=C(C=C(C=C1)OCCC)OCCC (2,4-Di-n-propyloxyphenyl 4-pyridylmethyl ketone). The yield is 47.9%. Reaction SMILES: C([N-]C(C)C)(C)C.[Li+].C(NC(C)C)(C)C.C([Li])CCC.[N:21]1[CH:26]=[CH:25][C:24]([CH3:27])=[CH:23][CH:22]=1.[CH2:28]([O:31][C:32]1[CH:43]=[C:42]([O:44][CH2:45][CH2:46][CH3:47])[CH:41]=[CH:40][C:33]=1[C:34](N(OC)C)=[O:35])[CH2:29][CH3:30]>C1COCC1>[N:21]1[CH:26]=[CH:25][C:24]([CH2:27][C:34]([C:33]2[CH:40]=[CH:41][C:42]([O:44][CH2:45][CH2:46][CH3:47])=[CH:43][C:32]=2[O:31][CH2:28][CH2:29][CH3:30])=[O:35])=[CH:23][CH:22]=1 |f:0.1|. Procedure: To a cooled solution of lithium diisopropylamide (generated from diisopropylamine (109 mg, 1.07 mmol) and a solution of n-butyllithium in hexanes (0.49 mL of a 2.5M solution, 1.22 mmol)) in THF (0.5 mL) at -78° C. was added 4-picoline (95 μL, 0.98 mmol). Stirred -78° to 0° C. for 1 h. The reaction mixture was cooled to -78° C. and a solution of 2,4-di-n-propyloxy-N-methoxy-N-methyl-benzamide from Step B (274 mg, 0.98 mmol) in THF (0.5 mL) was added dropwise. The reaction was stirred <0° C. for 4... The reactants are CO, CCCP(=O)(CCC)c1cccc([N+](=O)[O-])c1, [Pd]. Yields the product CCCP(=O)(CCC)c1cccc(N)c1. RXN SMILES: [CH3:18][OH:19].[N+:1]([O-:2])(=[O:3])[c:4]1[cH:5][c:6]([P:10]([CH2:11][CH2:12][CH3:13])([CH2:14][CH2:15][CH3:16])=[O:17])[cH:7][cH:8][cH:9]1.[Pd:20]>>[NH2:1][c:4]1[cH:5][c:6]([P:10]([CH2:11][CH2:12][CH3:13])([CH2:14][CH2:15][CH3:16])=[O:17])[cH:7][cH:8][cH:9]1. The reactants are FC(C(=O)[O-])(F)F (trifluoroacetate), ClC=1N=CC2=C(N1)N(N=N2)C=2C=C1CCCC1=CC2 (5-Chloro-3-indan-5-yl-3H-[1,2,3]triazolo[4,5-d]pyrimidine), C(C)N(CCOC(C1=CC=C(C=C1)N)=O)CC (2-(diethylamino)ethyl-4-aminobenzoate). Solvent: CS(=O)C (DMSO). Yields the product C(C)N(CCOC(C1=CC=C(C=C1)NC=1N=CC2=C(N1)N(N=N2)C=2C=C1CCCC1=CC2)=O)CC (4-(3-Indan-5-yl-3H-[1,2,3]triazolo[4,5-d]pyrimidin-5-ylamino)-benzoic acid 2-diethylamino-ethyl ester). Isolated yield 30.7%. As a reaction SMILES: Cl[C:2]1[N:3]=[CH:4][C:5]2[N:10]=[N:9][N:8]([C:11]3[CH:12]=[C:13]4[C:17](=[CH:18][CH:19]=3)[CH2:16][CH2:15][CH2:14]4)[C:6]=2[N:7]=1.[CH2:20]([N:22]([CH2:35][CH3:36])[CH2:23][CH2:24][O:25][C:26](=[O:34])[C:27]1[CH:32]=[CH:31][C:30]([NH2:33])=[CH:29][CH:28]=1)[CH3:21].FC(F)(F)C([O-])=O>CS(C)=O>[CH2:35]([N:22]([CH2:20][CH3:21])[CH2:23][CH2:24][O:25][C:26](=[O:34])[C:27]1[CH:28]=[CH:29][C:30]([NH:33][C:2]2[N:3]=[CH:4][C:5]3[N:10]=[N:9][N:8]([C:11]4[CH:12]=[C:13]5[C:17](=[CH:18][CH:19]=4)[CH2:16][CH2:15][CH2:14]5)[C:6]=3[N:7]=2)=[CH:31][CH:32]=1)[CH3:36]. Procedure details: To a solution of (3) (40 mg, 0.15 mmol) in DMSO (1.6 mL) was added 2-(diethylamino)ethyl-4-aminobenzoate (38 mg, 0.16 mmol). The mixture was irradiated at 140° C. for 10 min. After cooling to room temperature, the mixture was purified by reverse-phase chromatography to furnish the desired product (4) (32.2 mg, 0.046 mmol) as a trifluoroacetate salt. MS calcd. for C26H30N7O2 m/z calcd 472.24 (M+H),+ found 472.24. Reactants: [Al+3], Cn1cccc1C(=O)c1cccc(N)c1, [H-], [H-], [H-], [H-], [Li+], C1CCOC1. Yields the product Cn1cccc1C(O)c1cccc(N)c1. As a reaction SMILES: [Al+3:2].[CH3:7][n:8]1[c:9]([C:13]([c:14]2[cH:15][c:16]([NH2:20])[cH:17][cH:18][cH:19]2)=[O:21])[cH:10][cH:11][cH:12]1.[H-:1].[H-:4].[H-:5].[H-:6].[Li+:3].[O:22]1[CH2:23][CH2:24][CH2:25][CH2:26]1>>[CH3:7][n:8]1[c:9]([CH:13]([c:14]2[cH:15][c:16]([NH2:20])[cH:17][cH:18][cH:19]2)[OH:21])[cH:10][cH:11][cH:12]1. As a reaction SMILES: [CH2:1]([O:8][C:9]1[CH:16]=[CH:15][C:12]([CH:13]=O)=[CH:11][CH:10]=1)[C:2]1[CH:7]=[CH:6][CH:5]=[CH:4][CH:3]=1.[OH-].[Na+].[CH3:19][C:20]([CH3:22])=[O:21]>O>[CH2:1]([O:8][C:9]1[CH:16]=[CH:15][C:12]([CH:13]=[CH:19][C:20](=[O:21])[CH3:22])=[CH:11][CH:10]=1)[C:2]1[CH:7]=[CH:6][CH:5]=[CH:4][CH:3]=1 |f:1.2|. Run at time 20 hour. Solvent: O (water). Procedure details: A solution of 50 g (0.2 mol) of 4-benzyloxybenzaldehyde in 500 mL of acetone was diluted with 500 mL of water. To the cloudy emulsion which formed was added 20 mL of 1N sodium hydroxide and the mixture stirred at room temperature for 20 hours. The solids which precipitated were recovered by filtration. Recrystallizaton from methanol gave the above named product, as a tan flasky solid, in a yield of 51 g (87 percent of theoretical). The product melted at 102°-109° C.; 1H NMR (CDCl3): δ 2.29 (s, 3... Product: C(C1=CC=CC=C1)OC1=CC=C(C=C1)C=CC(C)=O (1-(4-Benzyloxyphenyl)but-1-en-3-one). Starting materials: C(C1=CC=CC=C1)OC1=CC=C(C=O)C=C1 (4-benzyloxybenzaldehyde), CC(=O)C (acetone), product, [OH-].[Na+] (sodium hydroxide).